This data is from the Open Reaction Database (ORD), a public repository of structured organic reaction records. The task is: describe an organic reaction: reactants, conditions, products, and yield The reactants are [BH4-].[Na+] (sodium borohydride), C(C)(C)(C)OC(=O)N1CC(C1)C(C1=CC=C(C=C1)Cl)=O (3-(4-Chloro-benzoyl)-azetidine-1-carboxylic acid tert-butyl ester), O (water). Solvent: C(C)O (ethanol). Reaction conditions: time 2 hour. Yields the product C(C)(C)(C)OC(=O)N1CC(C1)C(O)C1=CC=C(C=C1)Cl (3-[(4-Chloro-phenyl)-hydroxy-methyl]-azetidine-1-carboxylic acid tert-butyl ester). Reaction SMILES: [C:1]([O:5][C:6]([N:8]1[CH2:11][CH:10]([C:12](=[O:20])[C:13]2[CH:18]=[CH:17][C:16]([Cl:19])=[CH:15][CH:14]=2)[CH2:9]1)=[O:7])([CH3:4])([CH3:3])[CH3:2].[BH4-].[Na+].O>C(O)C>[C:1]([O:5][C:6]([N:8]1[CH2:9][CH:10]([CH:12]([C:13]2[CH:18]=[CH:17][C:16]([Cl:19])=[CH:15][CH:14]=2)[OH:20])[CH2:11]1)=[O:7])([CH3:4])([CH3:2])[CH3:3] |f:1.2|. Reported procedure: A solution of 3-(4-Chloro-benzoyl)-azetidine-1-carboxylic acid tert-butyl ester (62.5 g, 210 mmol) in ethanol (1000 ml) cooled to 10° C. is treated with sodium borohydride (9.5 g, 250 mmol). The reaction mixture is allowed to warm to room temperature and stirred for 2 hours. The reaction mixture is added to water and the precipitate collected by filtration, and dried under vacuum to afford 3-[(4-Chloro-phenyl)-hydroxy-methyl]-azetidine-1-carboxylic acid tert-butyl ester. Mpt 123-125° C.